This data is from the Open Reaction Database (ORD), a public repository of structured organic reaction records. The task is: describe an organic reaction: reactants, conditions, products, and yield Starting materials: C(#N)C1NC1C1=CC=CC=C1 (2-cyano-3-phenyl-aziridine), ClCC(=O)N=C=O (chloroacetyl isocyanate). The solvent is C(C)OCC (diethyl ether), C(C)OCC (diethyl ether). Yields the product ClCC(=O)NC(=O)N1C(C1C1=CC=CC=C1)C#N (1-(N-Chloroacetyl-carbamoyl)-2-cyano-3-phenyl-aziridine). Reaction SMILES: [C:1]([CH:3]1[CH:5]([C:6]2[CH:11]=[CH:10][CH:9]=[CH:8][CH:7]=2)[NH:4]1)#[N:2].[Cl:12][CH2:13][C:14]([N:16]=[C:17]=[O:18])=[O:15]>C(OCC)C>[Cl:12][CH2:13][C:14]([NH:16][C:17]([N:4]1[CH:5]([C:6]2[CH:7]=[CH:8][CH:9]=[CH:10][CH:11]=2)[CH:3]1[C:1]#[N:2])=[O:18])=[O:15]. Procedure details: 1 g. Crude 2-cyano-3-phenyl-aziridine is dissolved in 25 ml. anhydrous diethyl ether. A solution of 0.83 g. chloroacetyl isocyanate in 3.5 ml. diethyl ether is added thereto dropwise, while stirring, and the reaction mixture is further stirred for 1 hour at ambient temperature. The precipitate obtained is then filtered off with suction, washed with diethyl ether and dried in a vacuum. There is thus obtained 1.24 g. 1-(N-chloroacetyl-carbamoyl)-2-cyano3-phenyl-aziridine; m.p. 153°-158°-165° C. Ac... The reactants are CCOC(=O)C(Cc1ccc(NC(=O)OC(C)(C)C)nc1)CP(=O)(O)CCCc1ccccc1, CCOC(C)=O, CC#N, [Li+], [OH-], O. Yields the product CC(C)(C)OC(=O)Nc1ccc(CC(CP(=O)(O)CCCc2ccccc2)C(=O)O)cn1. RXN SMILES: [CH2:1]([CH3:2])[O:3][C:4]([CH:5]([CH2:6][P:7](=[O:8])([CH2:9][CH2:10][CH2:11][c:12]1[cH:13][cH:14][cH:15][cH:16][cH:17]1)[OH:18])[CH2:19][c:20]1[cH:21][n:22][c:23]([NH:26][C:27](=[O:28])[O:29][C:30]([CH3:31])([CH3:32])[CH3:33])[cH:24][cH:25]1)=[O:34].[CH2:37]([O:38][C:39](=[O:40])[CH3:41])[CH3:42].[CH3:43][C:44]#[N:45].[Li+:36].[OH-:35].[OH2:46]>>[O:3]=[C:4]([CH:5]([CH2:6][P:7](=[O:8])([CH2:9][CH2:10][CH2:11][c:12]1[cH:13][cH:14][cH:15][cH:16][cH:17]1)[OH:18])[CH2:19][c:20]1[cH:21][n:22][c:23]([NH:26][C:27](=[O:28])[O:29][C:30]([CH3:31])([CH3:32])[CH3:33])[cH:24][cH:25]1)[OH:34]. Reactants: CCN(CC)CCNC(=O)c1c[nH]c(C=O)c1C, C1CCNCC1, CCO, O=C1Cc2c(cccc2-c2ccc(F)cc2)N1. Yields the product CCN(CC)CCNC(=O)c1c[nH]c(C=C2C(=O)Nc3cccc(-c4ccc(F)cc4)c32)c1C. RXN SMILES: [CH2:18]([CH3:19])[N:20]([CH2:21][CH2:22][NH:23][C:24](=[O:25])[c:26]1[cH:27][nH:28][c:29]([CH:32]=[O:33])[c:30]1[CH3:31])[CH2:34][CH3:35].[CH2:36]1[CH2:37][CH2:38][NH:39][CH2:40][CH2:41]1.[CH3:42][CH2:43][OH:44].[F:1][c:2]1[cH:3][cH:4][c:5](-[c:8]2[c:9]3[c:13]([cH:14][cH:15][cH:16]2)[NH:12][C:11](=[O:17])[CH2:10]3)[cH:6][cH:7]1>>[F:1][c:2]1[cH:3][cH:4][c:5](-[c:8]2[c:9]3[c:13]([cH:14][cH:15][cH:16]2)[NH:12][C:11](=[O:17])[C:10]3=[CH:32][c:29]2[nH:28][cH:27][c:26]([C:24]([NH:23][CH2:22][CH2:21][N:20]([CH2:18][CH3:19])[CH2:34][CH3:35])=[O:25])[c:30]2[CH3:31])[cH:6][cH:7]1. The reactants are CN(C)C=O, CCOC(C)=O, [Li]C(C)CC, Cl, C1CCOC1, c1ccc(-c2nnn[nH]2)cc1. The product is O=Cc1ccccc1-c1nnn[nH]1. RXN SMILES: [CH3:17][N:18]([CH:19]=[O:20])[CH3:21].[CH3:28][CH2:29][O:30][C:31](=[O:32])[CH3:33].[CH:12]([Li:13])([CH2:14][CH3:15])[CH3:16].[ClH:22].[O:23]1[CH2:24][CH2:25][CH2:26][CH2:27]1.[c:1]1(-[c:7]2[n:8][n:9][n:10][nH:11]2)[cH:2][cH:3][cH:4][cH:5][cH:6]1>>[c:1]1(-[c:7]2[nH:8][n:9][n:10][n:11]2)[cH:2][cH:3][cH:4][cH:5][c:6]1[CH:19]=[O:20]. Reactants: CC(/C=C/C(=O)N1CCN(CC1)C1=CC=NC2=CC(=CC=C12)C(F)(F)F)CC ((E)-4-methyl-1-[4-[7-(trifluoromethyl)-4-quinolyl]piperazin-1-yl]hex-2-en-1-one), COC=1C=CC(=CC1)P2(=S)SP(=S)(S2)C=3C=CC(=CC3)OC (Lawesson's reagent). Solvent: C1CCOC1 (THF). Reaction conditions: time 8 hour. The product is CC(/C=C/C(=S)N1CCN(CC1)C1=CC=NC2=CC(=CC=C12)C(F)(F)F)CC ((E)-4-Methyl-1-[4-[7-(trifluoromethyl)-4-quinolyl]piperazin-1-yl]hex-2-ene-1-thione). As a reaction SMILES: [CH3:1][CH:2]([CH2:27][CH3:28])/[CH:3]=[CH:4]/[C:5]([N:7]1[CH2:12][CH2:11][N:10]([C:13]2[C:22]3[C:17](=[CH:18][C:19]([C:23]([F:26])([F:25])[F:24])=[CH:20][CH:21]=3)[N:16]=[CH:15][CH:14]=2)[CH2:9][CH2:8]1)=O.COC1C=CC(P2(SP(C3C=CC(OC)=CC=3)(=S)S2)=[S:38])=CC=1>C1COCC1>[CH3:1][CH:2]([CH2:27][CH3:28])/[CH:3]=[CH:4]/[C:5]([N:7]1[CH2:12][CH2:11][N:10]([C:13]2[C:22]3[C:17](=[CH:18][C:19]([C:23]([F:26])([F:25])[F:24])=[CH:20][CH:21]=3)[N:16]=[CH:15][CH:14]=2)[CH2:9][CH2:8]1)=[S:38]. Reported procedure: (E)-4-methyl-1-[4-[7-(trifluoromethyl)-4-quinolyl]piperazin-1-yl]hex-2-en-1-one (20 mg, 0.049 mmol) was dissolved in THF (1 ml), Lawesson's reagent (20 mg, 0.051 mmol) was added in one portion and the resulting mixture was stirred overnight at room temperature. The volatiles were removed under reduced pressure and the residue was purified by preparative HPLC (gradient of water containing 0.1% NH3 and acetonitrile) to yield 5.4 mg (0.013 mmol, 25%). RXN SMILES: [N:1]1[CH:6]=[CH:5][CH:4]=[CH:3][C:2]=1[C:7]([OH:9])=O.[CH:10]1([CH2:13][CH2:14][NH:15][C:16]([C:18]2[N:19]=[N:20][C:21]([N:24]3[CH2:29][CH2:28][NH:27][CH2:26][CH2:25]3)=[CH:22][CH:23]=2)=[O:17])[CH2:12][CH2:11]1>>[CH:10]1([CH2:13][CH2:14][NH:15][C:16]([C:18]2[N:19]=[N:20][C:21]([N:24]3[CH2:29][CH2:28][N:27]([C:7]([C:2]4[CH:3]=[CH:4][CH:5]=[CH:6][N:1]=4)=[O:9])[CH2:26][CH2:25]3)=[CH:22][CH:23]=2)=[O:17])[CH2:12][CH2:11]1. Procedure: Following the procedure of Example 9, making variations only as required to use pyridine-2-carboxylic acid to react with 6-piperazin-1-yl-pyridazine-3-carboxylic acid (2-cyclopropylethyl)amide, the title compound was obtained as a white powder (70% yield). 1H NMR (300 MHz, CDCl3) δ 8.60-8.58, 8.03, 7.98, 7.86-7.79, 7.73-7.71, 7.39-7.35, 6.98, 3.96-3.83, 3.54, 1.50, 0.78-0.69, 0.47-0.41, 0.08-0.05. MS (ES+) m/z 381.2 (M+1). Reactants: N1=C(C=CC=C1)C(=O)O (pyridine-2-carboxylic acid), C1(CC1)CCNC(=O)C=1N=NC(=CC1)N1CCNCC1 (6-piperazin-1-yl-pyridazine-3-carboxylic acid (2-cyclopropylethyl)amide). Product: C1(CC1)CCNC(=O)C=1N=NC(=CC1)N1CCN(CC1)C(=O)C1=NC=CC=C1 (6-[4-(PYRIDINE-2-CARBONYL)PIPERAZIN-1-YL]PYRIDAZINE-3-CARBOXYLIC ACID (2-CYCLOPROPYLETHYL)AMIDE), powder. Yield: 70.0%. Reactants: CCOCC, CO, COC(C)(C)C=NO, Cl, N#C[Na], O. Product: COC(C)(C)C(C#N)=NO. Reaction SMILES: [CH3:13][CH2:14][O:15][CH2:16][CH3:17].[CH3:19][OH:20].[CH3:1][O:2][C:3]([CH:4]=[N:5][OH:6])([CH3:7])[CH3:8].[Cl:9].[Na:10][C:11]#[N:12].[OH2:18]>>[CH3:1][O:2][C:3]([C:4](=[N:5][OH:6])[C:11]#[N:12])([CH3:7])[CH3:8].